Dataset: the Open Reaction Database (ORD), a public repository of structured organic reaction records. Task: describe an organic reaction: reactants, conditions, products, and yield The reactants are CCOC(=O)Cc1cc(N2CCN(C)CC2)ncc1Cl, C[O-], CO, NC=O, ClCCl, [Na+], [Na+], [Na+], O=S(=O)([O-])[O-], CN(C)C=O, O. Yields the product CN1CCN(c2cc(CC(N)=O)c(Cl)cn2)CC1. Reaction SMILES: [CH2:1]([O:3][C:4](=[O:2])[CH2:5][c:6]1[cH:7][c:8]([N:13]2[CH2:14][CH2:15][N:16]([CH3:19])[CH2:17][CH2:18]2)[n:9][cH:10][c:11]1[Cl:12])[CH3:20].[CH3:24][O-:25].[CH3:39][OH:40].[CH:21](=[O:22])[NH2:23].[Cl:41][CH2:42][Cl:43].[Na+:26].[Na+:27].[Na+:28].[O-:29][S:30]([O-:31])(=[O:32])=[O:33].[O:34]=[CH:35][N:36]([CH3:37])[CH3:38].[OH2:44]>>[O:3]=[C:4]([CH2:5][c:6]1[cH:7][c:8]([N:13]2[CH2:14][CH2:15][N:16]([CH3:19])[CH2:17][CH2:18]2)[n:9][cH:10][c:11]1[Cl:12])[NH2:23].